This data is from the Open Reaction Database (ORD), a public repository of structured organic reaction records. The task is: describe an organic reaction: reactants, conditions, products, and yield Starting materials: BrC=CBr (1,2-dibromoethylene), [Li]CCCC (n-BuLi), CO[C@@H]1[C@]2(C)[C@@H](CC1)[C@@H]1CC[C@H]3CC(CC[C@]3(C)[C@H]1CC2)=O (17β-methoxy-5α-androstan-3-one), crude product. Solvent: C1CCOC1 (THF), C1CCOC1 (THF), C(Cl)Cl (CH2Cl2). Reaction conditions: temperature -70 celsius, time 0.25 hour. Yields the product C(#C)[C@@]1(C[C@H]2CC[C@H]3[C@@H]4CC[C@@H]([C@@]4(C)CC[C@@H]3[C@]2(CC1)C)OC)O (3β-ethynyl-3α-hydroxy-17β-methoxy-5β-androstane). The yield is 4.3%. Reaction SMILES: Br[CH:2]=[CH:3]Br.[Li]CCCC.[CH3:10][O:11][C@H:12]1[CH2:17][CH2:16][C@H:15]2[C@H:18]3[C@H:28]([CH2:29][CH2:30][C@:13]12[CH3:14])[C@:26]1([CH3:27])[C@H:21]([CH2:22][C:23](=[O:31])[CH2:24][CH2:25]1)[CH2:20][CH2:19]3>C1COCC1.C(Cl)Cl>[C:2]([C@@:23]1([OH:31])[CH2:24][CH2:25][C@@:26]2([CH3:27])[C@H:21]([CH2:20][CH2:19][C@@H:18]3[C@@H:28]2[CH2:29][CH2:30][C@@:13]2([CH3:14])[C@H:15]3[CH2:16][CH2:17][C@@H:12]2[O:11][CH3:10])[CH2:22]1)#[CH:3]. Reported procedure: A solution of 1,2-dibromoethylene (1.7 mL, 21 mmol) in dry THF (25 mL) was treated with n-BuLi (16.8 mL, 2.5 M in THF, 42 mmol) at −65° C. After stirring the mixture at −70° C. for 0.25 hr, a solution of 17β-methoxy-5α-androstan-3-one (2.128 g, 7 mmol) in THF (22 mL) was added and the mixture was stirred at −78° C. for 30 min. The cooling bath was then removed and the mixture was quenched with NH4Cl solution (3 mL). The solvents were removed and the residue was extracted with EtOAc. The organic ... As a reaction SMILES: S(Cl)([Cl:3])=O.[N:5]1[CH:10]=[CH:9][N:8]=[CH:7][C:6]=1[C:11]1(O)[CH:16]2[CH2:17][N:13]([CH2:14][CH2:15]2)[CH2:12]1.O.C(=O)([O-])[O-].[K+].[K+]>ClCCl>[Cl:3][C:11]1([C:6]2[CH:7]=[N:8][CH:9]=[CH:10][N:5]=2)[CH:16]2[CH2:17][N:13]([CH2:14][CH2:15]2)[CH2:12]1 |f:3.4.5|. Conditions: temperature 60 celsius, time 1 hour. Yields the product ClC1(CN2CCC1C2)C2=NC=CN=C2 (3-chloro-3-(2-pyrazinyl)-1-azabicyclo[2.2.1]heptane). Isolated yield 33.0%. Procedure: Thionyl chloride (1.5 g, 12.6 mmol) was added to a rapidly stirred solution of 3-(2-pyrazinyl)-1-azabicyclo[ 2.2.1]heptan-3-ol (0.5 g, 2.6 mmol) in dichloromethane (30 ml) at room temperature. The solution was stirred for 1 h, heated at 60° C. for 0.5 h, and then cooled to room temperature, before adding water (20 ml) and basifying with potassium carbonate. Extraction into dichloromethane (3×75 mls), drying (Na2SO4) and chromatography of the residue remaining after removal of solvent through alu... The reactants are C([O-])([O-])=O.[K+].[K+] (potassium carbonate), S(=O)(Cl)Cl (Thionyl chloride), N1=C(C=NC=C1)C1(CN2CCC1C2)O (3-(2-pyrazinyl)-1-azabicyclo[ 2.2.1]heptan-3-ol), O (water). Run in ClCCl (dichloromethane). Reactants: COCCOC (DME), C([O-])([O-])=O.[Na+].[Na+] (sodium carbonate), ClC1=C(C=NC=C1)[N+](=O)[O-] (4-chloro-3-nitropyridine), CC1(OB(OC1(C)C)C1=CCC2(OCCO2)CC1)C (4,4,5,5-tetramethyl-2-(1,4-dioxaspiro[4.5]dec-7-en-8-yl)-1,3,2-dioxaborolane). Reagents/catalysts: C1=CC=C(C=C1)P([C-]2C=CC=C2)C3=CC=CC=C3.C1=CC=C(C=C1)P([C-]2C=CC=C2)C3=CC=CC=C3.Cl[Pd]Cl.[Fe+2].C(Cl)Cl (Pd(dppf)Cl2 DCM). Run in C(C)(=O)OCC (ethyl acetate). Run at temperature 110 celsius. Yields the product [N+](=O)([O-])C=1C=NC=CC1C1=CCC2(OCCO2)CC1 (3-nitro-4-(1,4-dioxaspiro[4.5]dec-7-en-8-yl)pyridine). Isolated yield 83.0%. RXN SMILES: COCCOC.C(=O)([O-])[O-].[Na+].[Na+].Cl[C:14]1[CH:19]=[CH:18][N:17]=[CH:16][C:15]=1[N+:20]([O-:22])=[O:21].CC1(C)C(C)(C)OB([C:31]2[CH2:40][CH2:39][C:34]3([O:38][CH2:37][CH2:36][O:35]3)[CH2:33][CH:32]=2)O1>C(OCC)(=O)C.C1C=CC(P(C2C=CC=CC=2)[C-]2C=CC=C2)=CC=1.C1C=CC(P(C2C=CC=CC=2)[C-]2C=CC=C2)=CC=1.Cl[Pd]Cl.[Fe+2].C(Cl)Cl>[N+:20]([C:15]1[CH:16]=[N:17][CH:18]=[CH:19][C:14]=1[C:31]1[CH2:40][CH2:39][C:34]2([O:38][CH2:37][CH2:36][O:35]2)[CH2:33][CH:32]=1)([O-:22])=[O:21] |f:1.2.3,7.8.9.10.11|. Reported procedure: A solution of DME (0.2 M) and 2M aq. sodium carbonate (1.7 equiv.) was purged with nitrogen for 20 min. Then 4-chloro-3-nitropyridine (1.6 equiv.), 4,4,5,5-tetramethyl-2-(1,4-dioxaspiro[4.5]dec-7-en-8-yl)-1,3,2-dioxaborolane (1.0 equiv.), Pd(dppf)Cl2-DCM (0.05 equiv.) were added and stirred in a sealed bomb at 110° C. The reaction was stirred at that temperature for 3.5 hours. The reaction was diluted with ethyl acetate, washed with water, dried over MgSO4, filtered, and concentrated. The residu... Starting materials: C(CC)C1=NC2=C(N1CC1=CC=C(C=C1)C1=C(C=CC=C1)S(N)(=O)=O)C=C(C=C2C)C2=NC1=C(N2C)C=CC=C1 (4'-[(2-n-Propyl-4-methyl-6-(1-methylbenzimidazol-2-yl)-benzimidazol-1-yl)-methyl]-2-sulphamoyl-biphenyl), C1(CCCCC1)N=C=O (cyclohexylisocyanate). Reported procedure: 0.275 g of 4'-[(2-n-Propyl-4-methyl-6-(1-methylbenzimidazol-2-yl)-benzimidazol-1-yl)-methyl]-2-sulphamoyl-biphenyl is refluxed for 20 hours in 2 ml of pyridine with 0.5 ml of cyclohexylisocyanate. The mixture is then evaporated down, the residue is suspended in acetone and the insoluble solid is filtered off. After the filtrate has been evaporated down the crude produce thus obtained is purified by column chromatography over silica gel (eluant: dichloromethane/ethanol=50:1). Run in N1=CC=CC=C1 (pyridine). The product is C(CC)C1=NC2=C(N1CC1=CC=C(C=C1)C1=C(C=CC=C1)S(=O)(=O)NC(=O)NC1CCCCC1)C=C(C=C2C)C2=NC1=C(N2C)C=CC=C1 (4'-[(2-n-Propyl-4-methyl-6-(1-methylbenzimidazol-2-yl)-benzimidazol-1-yl)-methyl]-2-(cyclohexylamino-carbonylaminosulphonyl)-biphenyl). As a reaction SMILES: [CH2:1]([C:4]1[N:8]([CH2:9][C:10]2[CH:15]=[CH:14][C:13]([C:16]3[CH:21]=[CH:20][CH:19]=[CH:18][C:17]=3[S:22](=[O:25])(=[O:24])[NH2:23])=[CH:12][CH:11]=2)[C:7]2[CH:26]=[C:27]([C:31]3[N:35]([CH3:36])[C:34]4[CH:37]=[CH:38][CH:39]=[CH:40][C:33]=4[N:32]=3)[CH:28]=[C:29]([CH3:30])[C:6]=2[N:5]=1)[CH2:2][CH3:3].[CH:41]1([N:47]=[C:48]=[O:49])[CH2:46][CH2:45][CH2:44][CH2:43][CH2:42]1>N1C=CC=CC=1>[CH2:1]([C:4]1[N:8]([CH2:9][C:10]2[CH:11]=[CH:12][C:13]([C:16]3[CH:21]=[CH:20][CH:19]=[CH:18][C:17]=3[S:22]([NH:23][C:48]([NH:47][CH:41]3[CH2:46][CH2:45][CH2:44][CH2:43][CH2:42]3)=[O:49])(=[O:24])=[O:25])=[CH:14][CH:15]=2)[C:7]2[CH:26]=[C:27]([C:31]3[N:35]([CH3:36])[C:34]4[CH:37]=[CH:38][CH:39]=[CH:40][C:33]=4[N:32]=3)[CH:28]=[C:29]([CH3:30])[C:6]=2[N:5]=1)[CH2:2][CH3:3]. Reactants: C(C)(C)(C)OC(=O)N1CCNCCC1 (1-tert-butoxycarbonylhomopiperazine), BrCCF (1-bromo-2-fluoroethane), C([O-])([O-])=O.[K+].[K+] (potassium carbonate). The solvent is O1CCCC1 (tetrahydrofuran). Reaction conditions: temperature 70 celsius, time 8 hour. Yields the product C(C)(C)(C)OC(=O)N1CCN(CCC1)CCF (1-tert-butoxycarbonyl-4-(2-fluoroethyl)homopiperazine). The yield is 66.4%. RXN SMILES: [C:1]([O:5][C:6]([N:8]1[CH2:14][CH2:13][CH2:12][NH:11][CH2:10][CH2:9]1)=[O:7])([CH3:4])([CH3:3])[CH3:2].Br[CH2:16][CH2:17][F:18].C(=O)([O-])[O-].[K+].[K+]>O1CCCC1>[C:1]([O:5][C:6]([N:8]1[CH2:14][CH2:13][CH2:12][N:11]([CH2:16][CH2:17][F:18])[CH2:10][CH2:9]1)=[O:7])([CH3:4])([CH3:2])[CH3:3] |f:2.3.4|. Procedure details: A mixture of 1-tert-butoxycarbonylhomopiperazine (800 mg, 3.99 mmol), 1-bromo-2-fluoroethane (0.46 mL, 11.98 mmol) and potassium carbonate (1.10 g, 7.98 mmol) in anhydrous tetrahydrofuran (20 mL) was stirred overnight at 70° C. and was cooled to room temperature. The reaction mixture was filtered through a Celite pad, and the filtrate was evaporated to dryness under vacuum to afford yellowish oil. The crude product was purified by MPLC on silica gel (3% MeOH in CHCl3) to afford the titled compou... The reactants are O=C(Nc1cc[nH]c(=O)n1)c1ccccc1, CCOC(C)=O, ClCCl, [K+], [K+], O=C([O-])[O-], C1COCCOCCOCCOCCOCCO1, CN(C)C=O, Cc1ccc(S(=O)(=O)OC2CC(C(=O)OC(c3ccccc3)c3ccccc3)N(C(=O)OC(C)(C)C)C2)cc1. Product: CC(C)(C)OC(=O)N1CC(n2ccc(NC(=O)c3ccccc3)nc2=O)CC1C(=O)OC(c1ccccc1)c1ccccc1. Reaction SMILES: [C:40]([c:41]1[cH:42][cH:43][cH:44][cH:45][cH:46]1)(=[O:47])[NH:48][c:49]1[n:50][c:51](=[O:55])[nH:52][cH:53][cH:54]1.[CH3:88][CH2:89][O:90][C:91](=[O:92])[CH3:93].[Cl:85][CH2:86][Cl:87].[K+:56].[K+:57].[O-:58][C:59]([O-:60])=[O:61].[O:62]1[CH2:63][CH2:64][O:65][CH2:66][CH2:67][O:68][CH2:69][CH2:70][O:71][CH2:72][CH2:73][O:74][CH2:75][CH2:76][O:77][CH2:78][CH2:79]1.[O:80]=[CH:81][N:82]([CH3:83])[CH3:84].[c:1]1([CH:7]([c:8]2[cH:9][cH:10][cH:11][cH:12][cH:13]2)[O:14][C:15]([CH:16]2[N:17]([C:32](=[O:33])[O:34][C:35]([CH3:36])([CH3:37])[CH3:38])[CH2:18][CH:19]([O:21][S:22]([c:23]3[cH:24][cH:25][c:26]([CH3:27])[cH:28][cH:29]3)(=[O:30])=[O:31])[CH2:20]2)=[O:39])[cH:2][cH:3][cH:4][cH:5][cH:6]1>>[c:1]1([CH:7]([c:8]2[cH:9][cH:10][cH:11][cH:12][cH:13]2)[O:14][C:15]([CH:16]2[N:17]([C:32](=[O:33])[O:34][C:35]([CH3:36])([CH3:37])[CH3:38])[CH2:18][CH:19]([n:52]3[c:51](=[O:55])[n:50][c:49]([NH:48][C:40]([c:41]4[cH:42][cH:43][cH:44][cH:45][cH:46]4)=[O:47])[cH:54][cH:53]3)[CH2:20]2)=[O:39])[cH:2][cH:3][cH:4][cH:5][cH:6]1. The reactants are C([O-])(O)=O.[Na+] (sodium bicarbonate), C(C1=CC=CC=C1)OC1=C(C=C(C=C1)N)F (4-Benzyloxy-3-fluoro-phenylamine), [N-]=[N+]=[N-].[Na+] (sodium azide), C(C)C(C([O-])([O-])[O-])(CC)CC (Triethylorthoacetate). The solvent is C(C)(=O)O (acetic acid). Conditions: time 3 hour. The product is C(C1=CC=CC=C1)OC1=C(C=C(C=C1)N1N=NN=C1C)F (1-(4-Benzyloxy-3-fluoro-phenyl)-5-methyl-1H-tetrazole). RXN SMILES: [CH2:1]([O:8][C:9]1[CH:14]=[CH:13][C:12]([NH2:15])=[CH:11][C:10]=1[F:16])[C:2]1[CH:7]=[CH:6][CH:5]=[CH:4][CH:3]=1.C(C([CH2:26][CH3:27])(CC)C([O-])([O-])[O-])C.[N-:28]=[N+:29]=[N-:30].[Na+].C(=O)(O)[O-].[Na+]>C(O)(=O)C>[CH2:1]([O:8][C:9]1[CH:14]=[CH:13][C:12]([N:15]2[C:26]([CH3:27])=[N:30][N:29]=[N:28]2)=[CH:11][C:10]=1[F:16])[C:2]1[CH:3]=[CH:4][CH:5]=[CH:6][CH:7]=1 |f:2.3,4.5|. Procedure: 4-Benzyloxy-3-fluoro-phenylamine as a solution in acetic acid (50 ml) was heated to 75° under nitrogen. Triethylorthoacetate (10.3 ml) was added. After a further 45 min at this temperature, sodium azide (7.8 g) was added portionwise. Heating was continued for a further 3 h, the reaction cooled overnight and poured into sodium bicarbonate solution (8%, ca. 500 ml), extracted with dichloromethane (3×100 ml), dried (Na2SO4) and evaporated. The residue was purified by FCC with (dichloromethane/metha... The reactants are C(C)(C)(C)C1=C(C=CC=C1)N1CCN(CC1)C(C(=O)O)=O (2-(4-(2-tert-butylphenyl)piperazin-1-yl)-2-oxo-acetic acid), CCN=C=NCCCN(C)C (EDCI), C=1C=CC2=C(C1)N=NN2O (HOBt), C(C1=CC=CC=C1)NCC (N-benzyl-N-ethyl amine). Run in C(Cl)Cl (methylene chloride). The product is C(C1=CC=CC=C1)N(C(C(=O)N1CCN(CC1)C1=C(C=CC=C1)C(C)(C)C)=O)CC (N-benzyl-2-(4-(2-tert-butylphenyl)piperazin-1-yl)-N-ethyl-2-oxoacetamide). As a reaction SMILES: [C:1]([C:5]1[CH:10]=[CH:9][CH:8]=[CH:7][C:6]=1[N:11]1[CH2:16][CH2:15][N:14]([C:17](=[O:21])[C:18]([OH:20])=O)[CH2:13][CH2:12]1)([CH3:4])([CH3:3])[CH3:2].CCN=C=NCCCN(C)C.C1C=CC2N(O)N=NC=2C=1.[CH2:43]([NH:50][CH2:51][CH3:52])[C:44]1[CH:49]=[CH:48][CH:47]=[CH:46][CH:45]=1>C(Cl)Cl>[CH2:43]([N:50]([CH2:51][CH3:52])[C:18](=[O:20])[C:17]([N:14]1[CH2:13][CH2:12][N:11]([C:6]2[CH:7]=[CH:8][CH:9]=[CH:10][C:5]=2[C:1]([CH3:2])([CH3:3])[CH3:4])[CH2:16][CH2:15]1)=[O:21])[C:44]1[CH:49]=[CH:48][CH:47]=[CH:46][CH:45]=1. Reported procedure: To a stirred solution of 2-(4-(2-tert-butylphenyl)piperazin-1-yl)-2-oxo-acetic acid (0.100 g, 0.34 mmol) in methylene chloride (6.0 mL) was added EDCI (0.085 g, 0.44 mmol) and HOBt (0.060 g, 0.44 mmol) at room temperature. After 1 h N-benzyl-N-ethyl amine (0.050 g, 0.37 mmol) was added at room temperature. After 16 h the reaction mixture was concentrated under reduced pressure and the residue was purified by flash column chromatography (silica gel, 90:10 to 0:100 heptane/ethyl acetate, gradient ...